From a dataset of the Open Reaction Database (ORD), a public repository of structured organic reaction records. describe an organic reaction: reactants, conditions, products, and yield Reactants: CC(C)(C)[Si](OC(C)C1=CC=CC(=N1)OC1CCN(CC1)C(=O)OC(C)(C)C)(C)C ((+/−)-1,1-Dimethylethyl 4-{[6-(1-{[(1,1-dimethylethyl)(dimethyl)silyl]oxy}ethyl)-2-pyridinyl]oxy}-1-piperidinecarboxylate), [Cl-].[NH4+] (ammonium chloride), CCOC(=O)C (EtOAc), [F-].C(CCC)[N+](CCCC)(CCCC)CCCC (Tetrabutyammonium fluoride). Solvent: C1CCOC1 (THF). Yields the product OC(C)C1=CC=CC(=N1)OC1CCN(CC1)C(=O)OC(C)(C)C (1,1-Dimethylethyl 4-{[6-(1-hydroxyethyl)-2-pyridinyl]oxy}-1-piperidinecarboxylate). Yield: 94.5%. Reaction SMILES: CC([Si](C)(C)[O:6][CH:7]([C:9]1[N:14]=[C:13]([O:15][CH:16]2[CH2:21][CH2:20][N:19]([C:22]([O:24][C:25]([CH3:28])([CH3:27])[CH3:26])=[O:23])[CH2:18][CH2:17]2)[CH:12]=[CH:11][CH:10]=1)[CH3:8])(C)C.[F-].C([N+](CCCC)(CCCC)CCCC)CCC.[Cl-].[NH4+].CCOC(C)=O>C1COCC1>[OH:6][CH:7]([C:9]1[N:14]=[C:13]([O:15][CH:16]2[CH2:21][CH2:20][N:19]([C:22]([O:24][C:25]([CH3:26])([CH3:28])[CH3:27])=[O:23])[CH2:18][CH2:17]2)[CH:12]=[CH:11][CH:10]=1)[CH3:8] |f:1.2,3.4|. Procedure details: (+/−)-1,1-Dimethylethyl 4-{[6-(1-{[(1,1-dimethylethyl)(dimethyl)silyl]oxy}ethyl)-2-pyridinyl]oxy}-1-piperidinecarboxylate (1.16 g, 2.66 mmol) was dissolved in 25 mL of THF with stirring, Tetrabutyammonium fluoride (3.20 mL, 1M in THF, 3.20 mmol) was added via syringe. The reaction was stirred for 1 h and poured Into saturated ammonium chloride solution and EtOAc. The layers were separated, and the organic layer was washed with brine. The combined aqueous layers were extracted with EtOAc. The com... Starting materials: [Si](C)(C)(C(C)(C)C)O[C@@H]1C=2C(=C(C(=NC2CC(C1)(C)C)C(C)C)C=O)I ((S)-5-(tert-butyldimethylsilyloxy)-4-iodo-2-isopropyl-7,7-dimethyl-5,6,7,8-tetrahydroquinoline-3-carbaldehyde), BrC=1SC(=CC1)C(F)(F)F (2-bromo-5-(trifluoromethyl)thiophene). Product: [Si](C)(C)(C(C)(C)C)O[C@@H]1C=2C(=C(C(=NC2CC(C1)(C)C)C(C)C)[C@@H](O)C=1SC(=CC1)C(F)(F)F)I ((R)—((S)-5-(tert-butyldimethylsilyloxy)-4-iodo-2-isopropyl-7,7-dimethyl-5,6,7,8-tetrahydroquinolin-3-yl)(5-(trifluoromethyl)thiophen-2-yl)methanol). As a reaction SMILES: [Si:1]([O:8][C@H:9]1[CH2:18][C:17]([CH3:20])([CH3:19])[CH2:16][C:15]2[N:14]=[C:13]([CH:21]([CH3:23])[CH3:22])[C:12]([CH:24]=[O:25])=[C:11]([I:26])[C:10]1=2)([C:4]([CH3:7])([CH3:6])[CH3:5])([CH3:3])[CH3:2].Br[C:28]1[S:29][C:30]([C:33]([F:36])([F:35])[F:34])=[CH:31][CH:32]=1>>[Si:1]([O:8][C@H:9]1[CH2:18][C:17]([CH3:19])([CH3:20])[CH2:16][C:15]2[N:14]=[C:13]([CH:21]([CH3:22])[CH3:23])[C:12]([C@H:24]([C:28]3[S:29][C:30]([C:33]([F:36])([F:35])[F:34])=[CH:31][CH:32]=3)[OH:25])=[C:11]([I:26])[C:10]1=2)([C:4]([CH3:5])([CH3:6])[CH3:7])([CH3:3])[CH3:2]. Procedure: Obtained by starting from (S)-5-(tert-butyldimethylsilyloxy)-4-iodo-2-isopropyl-7,7-dimethyl-5,6,7,8-tetrahydroquinoline-3-carbaldehyde and 2-bromo-5-(trifluoromethyl)thiophene. Reactants: C(CCCCCCCCCCCCC)OC1=CC=C(S1)C(=O)O (5-tetradecyloxy-2-thiophenecarboxylic acid), C[O-].[Na+] (sodium methoxide). The solvent is CO (methanol). Yields the product [Na+].C(CCCCCCCCCCCCC)OC1=CC=C(S1)C(=O)[O-] (5-tetradecyloxy-2-thiophenecarboxylic acid sodium salt). RXN SMILES: [CH2:1]([O:15][C:16]1[S:20][C:19]([C:21]([OH:23])=[O:22])=[CH:18][CH:17]=1)[CH2:2][CH2:3][CH2:4][CH2:5][CH2:6][CH2:7][CH2:8][CH2:9][CH2:10][CH2:11][CH2:12][CH2:13][CH3:14].C[O-].[Na+:26]>CO>[Na+:26].[CH2:1]([O:15][C:16]1[S:20][C:19]([C:21]([O-:23])=[O:22])=[CH:18][CH:17]=1)[CH2:2][CH2:3][CH2:4][CH2:5][CH2:6][CH2:7][CH2:8][CH2:9][CH2:10][CH2:11][CH2:12][CH2:13][CH3:14] |f:1.2,4.5|. Reported procedure: To 20.4 g (0.06 mole) of 5-tetradecyloxy-2-thiophenecarboxylic acid in 500 ml of methanol is added 5.4 g (0.10 mole) of sodium methoxide. The mixture is refluxed, and the methanol is distilled off being replaced by water. The aqueous solution is cooled, the precipitate collected, and dried to give 5-tetradecyloxy-2-thiophenecarboxylic acid sodium salt. RXN SMILES: [BH3:1].[CH2:21]1[O:22][CH2:23][CH2:24][CH2:25]1.[ClH:18].[Na+:20].[OH-:19].[c:2]1([CH:8]2[CH2:9][CH2:10][N:11]([CH2:14][CH2:15][C:16]#[N:17])[CH2:12][CH2:13]2)[cH:3][cH:4][cH:5][cH:6][cH:7]1>>[c:2]1([CH:8]2[CH2:9][CH2:10][N:11]([CH2:14][CH2:15][CH2:16][NH2:17])[CH2:12][CH2:13]2)[cH:3][cH:4][cH:5][cH:6][cH:7]1. Reactants: B, C1CCOC1, Cl, [Na+], [OH-], N#CCCN1CCC(c2ccccc2)CC1. Yields the product NCCCN1CCC(c2ccccc2)CC1. The reactants are O=C([O-])[O-], CCCCNc1nc(N)c2nc(OC)[nH]c2n1, CS(=O)(=O)OCCC1CCCOC1, CN(C)C=O, O=C(O)C(F)(F)F, [K+], [K+], O. Yields the product CCCCNc1nc(N)c2nc(OC)n(CCC3CCCOC3)c2n1. Reaction SMILES: [C:25](=[O:26])([O-:27])[O-:28].[CH2:8]([CH2:9][CH2:10][CH3:11])[NH:12][c:13]1[n:14][c:15]([NH2:24])[c:16]2[n:17][c:18]([O:22][CH3:23])[nH:19][c:20]2[n:21]1.[CH3:31][S:32]([O:33][CH2:36][CH2:37][CH:38]1[CH2:39][O:40][CH2:41][CH2:42][CH2:43]1)(=[O:34])=[O:35].[CH3:45][N:46]([CH3:47])[CH:48]=[O:49].[F:1][C:2]([F:3])([F:4])[C:5]([OH:6])=[O:7].[K+:29].[K+:30].[OH2:44]>>[CH2:8]([CH2:9][CH2:10][CH3:11])[NH:12][c:13]1[n:14][c:15]([NH2:24])[c:16]2[n:17][c:18]([O:22][CH3:23])[n:19]([CH2:36][CH2:37][CH:38]3[CH2:39][O:40][CH2:41][CH2:42][CH2:43]3)[c:20]2[n:21]1.